From a dataset of the Open Reaction Database (ORD), a public repository of structured organic reaction records. describe an organic reaction: reactants, conditions, products, and yield RXN SMILES: C(OC([N:8]1[CH2:12][C@H:11]([O:13][Si](C(C)(C)C)(C)C)[CH2:10][C@@H:9]1[C:21](=[O:40])[NH:22][C:23]1[CH:28]=[CH:27][C:26]([C:29]2[CH:34]=[CH:33][CH:32]=[CH:31][C:30]=2[S:35]([CH3:38])(=[O:37])=[O:36])=[CH:25][C:24]=1[F:39])=O)(C)(C)C.FC(F)(F)C(O)=O>C(Cl)Cl>[F:39][C:24]1[CH:25]=[C:26]([C:29]2[CH:34]=[CH:33][CH:32]=[CH:31][C:30]=2[S:35]([CH3:38])(=[O:36])=[O:37])[CH:27]=[CH:28][C:23]=1[NH:22][C:21]([C@H:9]1[CH2:10][C@@H:11]([OH:13])[CH2:12][NH:8]1)=[O:40]. Yields the product FC=1C=C(C=CC1NC(=O)[C@@H]1NC[C@@H](C1)O)C1=C(C=CC=C1)S(=O)(=O)C ((2R,4R)-4-Hydroxy-pyrrolidine-2-carboxylic acid (3-fluoro-2′-methanesulfonyl-biphenyl-4-yl)-amide). Solvent: C(Cl)Cl (DCM). Procedure details: (2R,4R)-4-(tert-Butyl-dimethyl-silanyloxy)-2-(3-fluoro-2′-methanesulfonyl-biphenyl-4-ylcarbamoyl)-pyrrolidine-1-carboxylic acid tert-butyl ester (0.8 g, 1.35 mmol) was dissolved in 30 mL DCM, added 10 mL trifluoroacetic acid and stirred reaction at ambient temperature for 90 minutes. Solution was concentrated to yield title compound as an amber oil. (100% crude yield) APCI (AP−): (M−H)−. The reactants are C(C)(C)(C)OC(=O)N1[C@H](C[C@H](C1)O[Si](C)(C)C(C)(C)C)C(NC1=C(C=C(C=C1)C1=C(C=CC=C1)S(=O)(=O)C)F)=O ((2R,4R)-4-(tert-Butyl-dimethyl-silanyloxy)-2-(3-fluoro-2′-methanesulfonyl-biphenyl-4-ylcarbamoyl)-pyrrolidine-1-carboxylic acid tert-butyl ester), FC(C(=O)O)(F)F (trifluoroacetic acid). Solvent: C(C)O (ethanol). Yield: 63.0%. Reagents/catalysts: C1(=CC=C(C=C1)S(=O)(=O)O)C (p-toluenesulfonic acid). Reactants: N1C=NC=C1 (imidazole), C(OCC)(OCC)OCC (triethyl orthoformate), C([O-])(O)=O.[Na+] (sodium bicarbonate). As a reaction SMILES: [NH:1]1[CH:5]=[CH:4][N:3]=[CH:2]1.[CH:6](OCC)([O:10][CH2:11][CH3:12])[O:7][CH2:8][CH3:9].C(=O)(O)[O-].[Na+]>C1(C)C=CC(S(O)(=O)=O)=CC=1.C(O)C>[CH2:8]([O:7][CH:6]([O:10][CH2:11][CH3:12])[N:1]1[CH:5]=[CH:4][N:3]=[CH:2]1)[CH3:9] |f:2.3|. Yields the product C(C)OC(N1C=NC=C1)OCC (1-(Diethoxymethyl)-1H-imidazole). Reported procedure: A mixture of imidazole (15 g, 0.220 mol, 1 eq), triethyl orthoformate (130 g, 146.6 mL, 0.880 mol, 4, eq) and p-toluenesulfonic acid (1.17 g, 0.00616 mol, 0.028 eq) was heated at 145°-175° C. until no more ethanol was distillable from the reaction mixture. The excess orthoformate was removed in vacuo. Solid sodium bicarbonate (1.17 g, 0.011 mol) was added and the residue was vacuum distilled to give the title compound (23.6 g, 68%). b.p. 89°-91° C./0.3 mm Hg.